From a dataset of the Open Reaction Database (ORD), a public repository of structured organic reaction records. describe an organic reaction: reactants, conditions, products, and yield The reactants are Cc1ccc(C(=O)O)cc1Br, C1CCOC1, CCN(C(C)C)C(C)C, Nc1ccccc1O, O=S(Cl)Cl. Product: Cc1ccc(C(=O)Nc2ccccc2O)cc1Br. RXN SMILES: [Br:1][c:2]1[cH:3][c:4]([C:5](=[O:6])[OH:7])[cH:8][cH:9][c:10]1[CH3:11].[CH2:33]1[O:34][CH2:35][CH2:36][CH2:37]1.[CH:24]([N:25]([CH:26]([CH3:27])[CH3:28])[CH2:29][CH3:30])([CH3:31])[CH3:32].[NH2:16][c:17]1[cH:18][cH:19][cH:20][cH:21][c:22]1[OH:23].[S:12]([Cl:13])([Cl:14])=[O:15]>>[Br:1][c:2]1[cH:3][c:4]([C:5](=[O:7])[NH:16][c:17]2[cH:18][cH:19][cH:20][cH:21][c:22]2[OH:23])[cH:8][cH:9][c:10]1[CH3:11].